From a dataset of the Open Reaction Database (ORD), a public repository of structured organic reaction records. describe an organic reaction: reactants, conditions, products, and yield Starting materials: Cc1ccc(C(=O)Cl)cc1, Nc1nc(-c2ccccc2)cs1, c1ccncc1. Product: Cc1ccc(C(=O)Nc2nc(-c3ccccc3)cs2)cc1. As a reaction SMILES: [CH3:13][c:14]1[cH:15][cH:16][c:17]([C:18](=[O:19])[Cl:20])[cH:21][cH:22]1.[c:1]1(-[c:7]2[n:8][c:9]([NH2:12])[s:10][cH:11]2)[cH:2][cH:3][cH:4][cH:5][cH:6]1.[cH:23]1[cH:24][cH:25][n:26][cH:27][cH:28]1>>[c:1]1(-[c:7]2[n:8][c:9]([NH:12][C:18]([c:17]3[cH:16][cH:15][c:14]([CH3:13])[cH:22][cH:21]3)=[O:19])[s:10][cH:11]2)[cH:2][cH:3][cH:4][cH:5][cH:6]1.